From a dataset of the Open Reaction Database (ORD), a public repository of structured organic reaction records. describe an organic reaction: reactants, conditions, products, and yield Starting materials: C(C)(C)(C)C1=NC=C(C(=N1)OCC)C=1N(C(C(N1)(C)C1=CC=C(C=C1)Cl)(C)C1=CC=C(C=C1)Cl)C(=O)Cl (rac-(4S*,5R*)-2-(2-tert-butyl-4-ethoxy-pyrimidin-5-yl)-4,5-bis-(4-chloro-phenyl)-4,5-dimethyl-4,5-dihydro-imidazole-1-carbonyl chloride), N1CCC(CC1)C(CO)O (1-piperidin-4-yl-ethane-1,2-diol). Product: C(C)(C)(C)C1=NC=C(C(=N1)OCC)C=1N([C@]([C@](N1)(C)C1=CC=C(C=C1)Cl)(C)C1=CC=C(C=C1)Cl)C(=O)N1CCC(CC1)C(CO)O (Rac-[(4S*,5R*)-2-(2-tert-Butyl-4-ethoxy-pyrimidin-5-yl)-4,5-bis-(4-chloro-phenyl)-4,5-dimethyl-4,5-dihydro-imidazol-1-yl]-[4-(1,2-dihydroxy-ethyl)-piperidin-1-yl]-methanone). As a reaction SMILES: [C:1]([C:5]1[N:10]=[C:9]([O:11][CH2:12][CH3:13])[C:8]([C:14]2[N:15]([C:35](Cl)=[O:36])[C:16]([C:28]3[CH:33]=[CH:32][C:31]([Cl:34])=[CH:30][CH:29]=3)([CH3:27])[C:17]([C:20]3[CH:25]=[CH:24][C:23]([Cl:26])=[CH:22][CH:21]=3)([CH3:19])[N:18]=2)=[CH:7][N:6]=1)([CH3:4])([CH3:3])[CH3:2].[NH:38]1[CH2:43][CH2:42][CH:41]([CH:44]([OH:47])[CH2:45][OH:46])[CH2:40][CH2:39]1>>[C:1]([C:5]1[N:10]=[C:9]([O:11][CH2:12][CH3:13])[C:8]([C:14]2[N:15]([C:35]([N:38]3[CH2:43][CH2:42][CH:41]([CH:44]([OH:47])[CH2:45][OH:46])[CH2:40][CH2:39]3)=[O:36])[C@@:16]([C:28]3[CH:33]=[CH:32][C:31]([Cl:34])=[CH:30][CH:29]=3)([CH3:27])[C@@:17]([C:20]3[CH:25]=[CH:24][C:23]([Cl:26])=[CH:22][CH:21]=3)([CH3:19])[N:18]=2)=[CH:7][N:6]=1)([CH3:3])([CH3:2])[CH3:4]. Procedure: In a manner analogous to the method described in example 3, rac-(4S*,5R*)-2-(2-tert-butyl-4-ethoxy-pyrimidin-5-yl)-4,5-bis-(4-chloro-phenyl)-4,5-dimethyl-4,5-dihydro-imidazole-1-carbonyl chloride was reacted with 1-piperidin-4-yl-ethane-1,2-diol (prepared from 4-vinyl-pyridine using procedure reported by Aaron, H. S. et al. J. Org. Chem. 1965, 30, 1331-1333) to give the title compound as a mixture of diastereomers. HR-MS (ES, m/z) calculated for C35H44Cl2N5O4 [(M+H)+] 668.2765, observed 668.2767... Reactants: [Na+].[I-] (NaI), CNCCNC (N,N′-dimethylethylenediamine), BrC=1C=C2C(=CC(NC2=CC1)=O)C (6-bromo-4-methyl-1H-quinolin-2-one), [Na+].[I-] (NaI), CNCCNC (N,N′-dimethylethylenediamine), N (NH3). Reagents/catalysts: [Cu]I (CuI), [Cu]I (CuI). Run in O (water), O1CCOCC1 (1,4-dioxane), O1CCOCC1 (1,4-dioxane). Reaction conditions: temperature 110 celsius. The product is IC=1C=C2C(=CC(NC2=CC1)=O)C (6-iodo-4-methyl-1H-quinolin-2-one). RXN SMILES: Br[C:2]1[CH:3]=[C:4]2[C:9](=[CH:10][CH:11]=1)[NH:8][C:7](=[O:12])[CH:6]=[C:5]2[CH3:13].[Na+].[I-:15].CNCCNC.N>O1CCOCC1.[Cu]I.O>[I:15][C:2]1[CH:3]=[C:4]2[C:9](=[CH:10][CH:11]=1)[NH:8][C:7](=[O:12])[CH:6]=[C:5]2[CH3:13] |f:1.2|. Procedure: A mixture of 5.0 g (21.0 mmol) of 6-bromo-4-methyl-1H-quinolin-2-one and 400 mg (2.1 mmol) of CuI in 21 mL 1,4-dioxane is evacuated and gassed with argon. Then 6.3 g (42.0 mmol) of NaI and 0.45 mL (4.2 mmol) of N,N′-dimethylethylenediamine are added, the mixture is evacuated again and gassed with argon before being heated overnight to 110° C. HPLC analysis of the mixture shows approximately 20% reaction. Therefore another 400 mg (2.1 mmol) of CuI, 6.3 g (42.0 mmol) of NaI, 0.45 mL (4.2 mmol) of ... Procedure: 26.70 Grams of potassium tert-butoxide was dissolved in 100 ml of anhydrous dimethylsulfoxide and 20.00 g of 4-amino-4H-1,2,4-triazole was added thereto, followed by stirring for 2 hours at room temperature. Next, 50 ml of an anhydrous dimethylsulfoxide solution containing 11.00 g of 5-fluorobenzofurazane was added dropwise to the solution over a period of 20 minutes and then the mixture was stirred for 15 minutes. The reaction mixture was poured into 500 ml of water and 500 g of ice and then wa... Run in CS(=O)C (dimethylsulfoxide), CS(=O)C (dimethylsulfoxide). RXN SMILES: CC(C)([O-])C.[K+].[NH2:7][N:8]1[CH:12]=[N:11][N:10]=[CH:9]1.F[C:14]1[CH:15]=[CH:16][C:17]2[C:18]([CH:22]=1)=[N:19][O:20][N:21]=2.O>CS(C)=O>[N:11]1[N:10]=[CH:9][N:8]([NH:7][C:14]2[CH:15]=[CH:16][C:17]3[C:18]([CH:22]=2)=[N:19][O:20][N:21]=3)[CH:12]=1 |f:0.1|. The yield is 77.6%. The product is N=1N=CN(C1)NC=1C=CC=2C(=NON2)C1 (5-[(4H-1,2,4-triazol-4-yl)amino]benzofurazane). Conditions: time 2 hour. The reactants are CC(C)([O-])C.[K+] (potassium tert-butoxide), NN1C=NN=C1 (4-amino-4H-1,2,4-triazole), O (water), ice, FC=1C=CC=2C(=NON2)C1 (5-fluorobenzofurazane). Reactants: N1=CC(=CC=C1)COC1=CC=C(C=C1)C(C)=O (4'-(3-pyridinylmethoxy)acetophenone), C[Si](C)(C)[N-][Si](C)(C)C.[Li+] (lithium bis(trimethylsilyl)amide), Cl[Si](C)(C)C (chlorotrimethylsilane), diethyl ester, C1(=CC=CC=C1)CCSC(C(=O)O)C(=O)O ([(2-phenylethyl)thio]propanedioic acid). The solvent is C1CCOC1 (THF). The product is OC1=C(C(OC(=C1)C1=CC=C(C=C1)OCC=1C=NC=CC1)=O)SCCC1=CC=CC=C1 (4-Hydroxy-3-[(2-phenylethyl)thio]-6-[4-(3-pyridinylmethoxy)phenyl]-2H-pyran-2-one). RXN SMILES: [N:1]1[CH:6]=[CH:5][CH:4]=[C:3]([CH2:7][O:8][C:9]2[CH:14]=[CH:13][C:12]([C:15](=[O:17])[CH3:16])=[CH:11][CH:10]=2)[CH:2]=1.C[Si]([N-][Si](C)(C)C)(C)C.[Li+].Cl[Si](C)(C)C.[C:33]1([CH2:39][CH2:40][S:41][CH:42]([C:46](O)=[O:47])[C:43](O)=[O:44])[CH:38]=[CH:37][CH:36]=[CH:35][CH:34]=1>C1COCC1>[OH:47][C:46]1[CH:16]=[C:15]([C:12]2[CH:13]=[CH:14][C:9]([O:8][CH2:7][C:3]3[CH:2]=[N:1][CH:6]=[CH:5][CH:4]=3)=[CH:10][CH:11]=2)[O:17][C:43](=[O:44])[C:42]=1[S:41][CH2:40][CH2:39][C:33]1[CH:34]=[CH:35][CH:36]=[CH:37][CH:38]=1 |f:1.2|. Procedure: The title compound was prepared by Method A using 4'-(3-pyridinylmethoxy)acetophenone (1.14 g, 5.06 mmol), lithium bis(trimethylsilyl)amide (0.930 g, 5.56 mmol), chlorotrimethylsilane (0.705 mL, 5.56 mmol), THF (56 mL), and diethyl ester of [(2-phenylethyl)thio]propanedioic acid (1.00 g, 3.37 mmol). m.p. 178-179° C.; 1H NMR (400 MHz, DMSO-d6) δ2.76 (t, 2 H), 2.98 (t, 2 H), 5.25 (s, 2 H), 6.69 (s, 1 H), 7.21 (m, 7 H), 7.45 (q, 1 H), 7.77 (d, 2 H), 7.91 (d, 1 H), 8.57 (bs, 1 H), 8.70 (bs, 1 H).